Task: describe an organic reaction: reactants, conditions, products, and yield. Dataset: the Open Reaction Database (ORD), a public repository of structured organic reaction records Starting materials: C(=O)C=1N(C=CC1C(=O)OC)CC#C (methyl 2-formyl-1-(2-propynyl)-1H-pyrrole-3-carboxylate), Cl.NO (hydroxylamine hydrochloride). The solvent is N1=CC=CC=C1 (pyridine). The product is C(C#C)N1C(=C(C=C1)C(=O)OC)C=NO (methyl 1-(2-propynyl)-2-oximinomethyl-3-pyrrole-carboxylate). The yield is 106.9%. Reaction SMILES: [CH:1]([C:3]1[N:4]([CH2:12][C:13]#[CH:14])[CH:5]=[CH:6][C:7]=1[C:8]([O:10][CH3:11])=[O:9])=O.Cl.[NH2:16][OH:17]>N1C=CC=CC=1>[CH2:12]([N:4]1[CH:5]=[CH:6][C:7]([C:8]([O:10][CH3:11])=[O:9])=[C:3]1[CH:1]=[N:16][OH:17])[C:13]#[CH:14] |f:1.2|. Procedure details: 2 g of the product of Step A, 725 mg of hydroxylamine hydrochloride and 11 ml of anhydrous pyridine were stirred for 3 hours at ambient temperature and the pyridine was then concentrated under reduced pressure. The residue was taken up in ethyl acetate and the solution was washed with water, dried and concentrated to obtain 2.3 g of methyl 1-(2-propynyl)-2-oximinomethyl-3-pyrrole-carboxylate melting at 88°-90° C.